Dataset: the Open Reaction Database (ORD), a public repository of structured organic reaction records. Task: describe an organic reaction: reactants, conditions, products, and yield Starting materials: mixture, C1(=CC=CC=C1)C#CCCCCCCOC1OCCCC1 (1-phenyl-8-(2-tetrahydropyranyloxy)-1-octyne), [H-].[Al+3].[Li+].[H-].[H-].[H-] (lithium aluminum hydride). Run in O1CCCC1.COCCOCCOC (tetrahydrofuran diglyme). Reaction conditions: time 1 hour. Product: C1(=CC=CC=C1)/C=C/CCCCCCO ((E)-8-phenyl-7-octen- 1-ol). Isolated yield 87.6%. RXN SMILES: [C:1]1([C:7]#[C:8][CH2:9][CH2:10][CH2:11][CH2:12][CH2:13][CH2:14][O:15]C2CCCCO2)[CH:6]=[CH:5][CH:4]=[CH:3][CH:2]=1.[H-].[Al+3].[Li+].[H-].[H-].[H-]>O1CCCC1.COCCOCCOC>[C:1]1(/[CH:7]=[CH:8]/[CH2:9][CH2:10][CH2:11][CH2:12][CH2:13][CH2:14][OH:15])[CH:6]=[CH:5][CH:4]=[CH:3][CH:2]=1 |f:1.2.3.4.5.6,7.8|. Reported procedure: To 150 ml of a mixture of tetrahydrofuran-diglyme (2:15) were added 12 g of 1-phenyl-8-(2-tetrahydropyranyloxy)-1-octyne and 3.35 g of lithium aluminum hydride. The mixture was heated and tetrahydrofuran was distilled off until the inner temperature became 120° C. After heating under reflux at the same temperature for 1 hour, the mixture was ice-cooled. Ice was added to the mixture and the mixture was extracted with ethyl acetate. The organic layer was washed with 10% hydrochloric acid, water, s...